From a dataset of the Open Reaction Database (ORD), a public repository of structured organic reaction records. describe an organic reaction: reactants, conditions, products, and yield Starting materials: C(C1=CC=CC=C1)C1=CC2=C(S1)C=CC=C2 (2-benzyl-benzo[b]thiophene), COC=1C=C(C(=O)Cl)C=CC1OC (3,4-dimethoxybenzoyl chloride). Product: C(C1=CC=CC=C1)C1=C(C2=C(S1)C=CC=C2)C(=O)C2=CC(=C(C=C2)OC)OC ((2-Benzyl-benzo[b]thiophen-3-yl)-(3,4-dimethoxy-phenyl)-methanone). RXN SMILES: [CH2:1]([C:8]1[S:12][C:11]2[CH:13]=[CH:14][CH:15]=[CH:16][C:10]=2[CH:9]=1)[C:2]1[CH:7]=[CH:6][CH:5]=[CH:4][CH:3]=1.[CH3:17][O:18][C:19]1[CH:20]=[C:21]([CH:25]=[CH:26][C:27]=1[O:28][CH3:29])[C:22](Cl)=[O:23]>>[CH2:1]([C:8]1[S:12][C:11]2[CH:13]=[CH:14][CH:15]=[CH:16][C:10]=2[C:9]=1[C:22]([C:21]1[CH:25]=[CH:26][C:27]([O:28][CH3:29])=[C:19]([O:18][CH3:17])[CH:20]=1)=[O:23])[C:2]1[CH:3]=[CH:4][CH:5]=[CH:6][CH:7]=1. Reported procedure: Prepared from 2-benzyl-benzo[b]thiophene and 3,4-dimethoxybenzoyl chloride according to the procedure in Example 8. White solid: MS (EI): [M+], 388. The reactants are O1CCC(CC1)C=1C(=NC=C(C(=O)O)C1)OCC(F)(F)F (5-(tetrahydro-pyran-4-yl)-6-(2,2,2-trifluoro-ethoxy)-nicotinic acid), CN(N)C1=CC=CC=C1 (1-methyl-1-phenylhydrazine), CN(C)C(=[N+](C)C)ON1C2=C(C=CC=C2)N=N1.[B-](F)(F)(F)F (TBTU), C(C)(C)N(C(C)C)CC (N,N-diisopropylethylamine). Solvent: CN(C)C=O (DMF), O1CCCC1 (tetrahydrofuran). Run at time 8 hour. The product is CN(NC(C1=CN=C(C(=C1)C1CCOCC1)OCC(F)(F)F)=O)C1=CC=CC=C1 (5-(Tetrahydro-pyran-4-yl)-6-(2,2,2-trifluoro-ethoxy)-nicotinic acid N′-methyl-N′-phenyl-hydrazide). Reaction SMILES: [O:1]1[CH2:6][CH2:5][CH:4]([C:7]2[C:8]([O:16][CH2:17][C:18]([F:21])([F:20])[F:19])=[N:9][CH:10]=[C:11]([CH:15]=2)[C:12]([OH:14])=O)[CH2:3][CH2:2]1.CN(C(ON1N=NC2C=CC=CC1=2)=[N+](C)C)C.[B-](F)(F)(F)F.C(N(CC)C(C)C)(C)C.[CH3:53][N:54]([C:56]1[CH:61]=[CH:60][CH:59]=[CH:58][CH:57]=1)[NH2:55]>CN(C=O)C.O1CCCC1>[CH3:53][N:54]([C:56]1[CH:61]=[CH:60][CH:59]=[CH:58][CH:57]=1)[NH:55][C:12](=[O:14])[C:11]1[CH:15]=[C:7]([CH:4]2[CH2:3][CH2:2][O:1][CH2:6][CH2:5]2)[C:8]([O:16][CH2:17][C:18]([F:21])([F:20])[F:19])=[N:9][CH:10]=1 |f:1.2|. Procedure: In a 10 mL two-necked flask, the above prepared 5-(tetrahydro-pyran-4-yl)-6-(2,2,2-trifluoro-ethoxy)-nicotinic acid (50 mg, 164 μmol, Eq: 1.00) was combined with tetrahydrofuran (1.0 mL) and DMF (1 mL) to give a colorless solution. TBTU (78.9 mg, 246 μmol, Eq: 1.5) and N,N-diisopropylethylamine (106 mg, 143 μl, 819 μmol, Eq: 5) were added and the reaction mixture stirred for 10 min at rt before 1-methyl-1-phenylhydrazine (24.0 mg, 23.1 μl, 197 μmol, Eq: 1.2, CAN 618-40-6) was added and the react... Starting materials: NC1=C(N=CN1[C@H]1[C@H](O)[C@H](O)[C@H](O1)CO)C#N (5-amino-1-β-D-ribofuranosyl-4-imidazolecarbonitrile), C(C)#N (acetonitrile). Solvent: CO.N (ammonia methanol). Reaction conditions: temperature 180 celsius. Product: CC=1N=C(C=2N=CN([C@H]3[C@H](O)[C@H](O)[C@@H](CO)O3)C2N1)N (2-methyladenosine). Isolated yield 35.9%. As a reaction SMILES: [NH2:1][C:2]1[N:6]([C@@H:7]2[O:13][C@H:12]([CH2:14][OH:15])[C@@H:10]([OH:11])[C@H:8]2[OH:9])[CH:5]=[N:4][C:3]=1[C:16]#[N:17].[C:18](#[N:20])[CH3:19]>CO.N>[CH3:19][C:18]1[N:20]=[C:16]([NH2:17])[C:3]2[N:4]=[CH:5][N:6]([C:2]=2[N:1]=1)[C@@H:7]1[O:13][C@H:12]([CH2:14][OH:15])[C@@H:10]([OH:11])[C@H:8]1[OH:9] |f:2.3|. Reported procedure: 10 g of 5-amino-1-β-D-ribofuranosyl-4-imidazolecarbonitrile was dissolved in 20% ammonia methanol solution. 10 ml of acetonitrile was added thereto and the solution was heated for 5 hours at 180° C. The solvent was distilled off, purified by silica gel column chromatography and recrystallized from methanol to give 4.2 g of 2-methyladenosine (yield: 35.9%). 2-methyladenosine was methylated in the same manner as the above-mentioned [METHOD 1] to give Compound 5 and Compound 6.